Dataset: the Open Reaction Database (ORD), a public repository of structured organic reaction records. Task: describe an organic reaction: reactants, conditions, products, and yield The reactants are [BH4-], CCO, CNC1CCc2ccccc2C(=O)C1, [Na+], O. The product is CNC1CCc2ccccc2C(O)C1. RXN SMILES: [BH4-:1].[CH3:18][CH2:19][OH:20].[CH3:3][NH:4][CH:5]1[CH2:6][C:7](=[O:16])[c:8]2[c:9]([cH:12][cH:13][cH:14][cH:15]2)[CH2:10][CH2:11]1.[Na+:2].[OH2:17]>>[CH3:3][NH:4][CH:5]1[CH2:6][CH:7]([OH:16])[c:8]2[c:9]([cH:12][cH:13][cH:14][cH:15]2)[CH2:10][CH2:11]1.